This data is from the Open Reaction Database (ORD), a public repository of structured organic reaction records. The task is: describe an organic reaction: reactants, conditions, products, and yield RXN SMILES: [CH3:1][S:2][CH2:3][C@H:4]1[O:8][C@@H:7]([N:9]2[C:18]3[N:17]=[CH:16][N:15]=[C:13]([NH2:14])[C:12]=3[N:11]=[C:10]2[CH3:19])[C@H:6]([OH:20])[C@@H:5]1[OH:21].[C:22](O)(=O)C.[Br:26]C>C(OCC)C>[Br-:26].[CH3:1][S+:2]([CH3:22])[CH2:3][C@H:4]1[O:8][C@@H:7]([N:9]2[C:18]3[N:17]=[CH:16][N:15]=[C:13]([NH2:14])[C:12]=3[N:11]=[C:10]2[CH3:19])[C@H:6]([OH:20])[C@@H:5]1[OH:21] |f:4.5|. Run at time 6 day. Reported procedure: Compound 20a (78 mg, 0.25 mmol) in a 2:1 mixture (4 mL) of formic and acetic acid was treated with a 2M solution of bromomethane in diethyl ether (5 mL) and stirred for 6 days in darkness at room temperature. Solvents were removed in vacuo and a solution of the residue in water (10 mL) was extracted with (3×10 mL) ether. The aqueous layer was concentrated to dryness. The resulting product was dissolved in MeOH (10 mL), filtered and treated with diethyl ether to precipitate out the salt. The salt... The solvent is C(C)OCC (diethyl ether). The product is [Br-].C[S+](C[C@@H]1[C@H]([C@H]([C@@H](O1)N1C(=NC=2C(N)=NC=NC12)C)O)O)C (5′-Deoxy-5′-dimethylsulfonio-8-methyladenosine bromide). Starting materials: CSC[C@@H]1[C@H]([C@H]([C@@H](O1)N1C(=NC=2C(N)=NC=NC12)C)O)O (5′-Deoxy-5′-methylthio-8-methyladenosine), mixture, C(C)(=O)O (acetic acid), solution, BrC (bromomethane).